This data is from the Open Reaction Database (ORD), a public repository of structured organic reaction records. The task is: describe an organic reaction: reactants, conditions, products, and yield Product: CCCc1cc(CCCN2CCN(c3cccc(C)c3C)CC2)n(-c2ccccc2)n1. RXN SMILES: [CH3:19][c:20]1[c:21]([N:27]2[CH2:28][CH2:29][NH:30][CH2:31][CH2:32]2)[cH:22][cH:23][cH:24][c:25]1[CH3:26].[CH:33]([N:34]([CH2:35][CH3:36])[CH:37]([CH3:38])[CH3:39])([CH3:40])[CH3:41].[c:1]1(-[n:7]2[n:8][c:9]([CH2:16][CH2:17][CH3:18])[cH:10][c:11]2[CH2:12][CH2:13][CH:14]=[O:15])[cH:2][cH:3][cH:4][cH:5][cH:6]1>>[c:1]1(-[n:7]2[n:8][c:9]([CH2:16][CH2:17][CH3:18])[cH:10][c:11]2[CH2:12][CH2:13][CH2:14][N:30]2[CH2:29][CH2:28][N:27]([c:21]3[c:20]([CH3:19])[c:25]([CH3:26])[cH:24][cH:23][cH:22]3)[CH2:32][CH2:31]2)[cH:2][cH:3][cH:4][cH:5][cH:6]1. Starting materials: Cc1cccc(N2CCNCC2)c1C, CCN(C(C)C)C(C)C, CCCc1cc(CCC=O)n(-c2ccccc2)n1. The reactants are C(C)OC(=O)C1=C(NC2=C(C=CC=C2C1)Cl)C=1C=NC=CC1 (8-chloro-2-(pyridin-3-yl)-1,4-dihydroquinoline-3-carboxylic acid ethyl ester). Reagents/catalysts: O=[Mn]=O (MnO2). The solvent is ClC1=CC=CC=C1 (chlorobenzene). Conditions: temperature 60 celsius. Yields the product C(C)OC(=O)C=1C(=NC2=C(C=CC=C2C1)Cl)C=1C=NC=CC1 (8-chloro-2-(pyridin-3-yl)quinoline-3-carboxylic acid ethyl ester). Yield: 79.0%. As a reaction SMILES: [CH2:1]([O:3][C:4]([C:6]1[CH2:15][C:14]2[C:9](=[C:10]([Cl:16])[CH:11]=[CH:12][CH:13]=2)[NH:8][C:7]=1[C:17]1[CH:18]=[N:19][CH:20]=[CH:21][CH:22]=1)=[O:5])[CH3:2]>ClC1C=CC=CC=1.O=[Mn]=O>[CH2:1]([O:3][C:4]([C:6]1[C:7]([C:17]2[CH:18]=[N:19][CH:20]=[CH:21][CH:22]=2)=[N:8][C:9]2[C:14]([CH:15]=1)=[CH:13][CH:12]=[CH:11][C:10]=2[Cl:16])=[O:5])[CH3:2]. Procedure: A suspension of 8-chloro-2-(pyridin-3-yl)-1,4-dihydroquinoline-3-carboxylic acid ethyl ester (10.7 g, 34 mmol) in chlorobenzene (60 mL) was treated with MnO2 (10 g) and the mixture was heated to 60° C. for 3 h. The mixture was filtered through a celite plug and concentrated in vacuo. The residue was washed with diethyl ether to give 8-chloro-2-(pyridin-3-yl)quinoline-3-carboxylic acid ethyl ester (8.4 g, 79%) as a white solid. δH (CDCl3) 8.96 (d, J 1.7 Hz, 1H), 8.83 (s, 1H), 8.75 (dd, J 5.0, 1.1... Reactants: S(=O)(Cl)Cl (thionyl chloride), C(C)N1C(N(C=2N=C(NC2C1=O)C1=CC=C(C=C1)S(=O)(=O)O)CC)=O (4-(1,3-diethyl-2,3,6,7-tetrahydro-2,6-dioxo-1H-purin-8-yl)benzenesulfonic acid), CN1CCNCC1 (N-methylpiperazine). Solvent: CN(C=O)C (N,N-dimethylformamide). Product: C(C)N1C(N(C=2N=C(NC2C1=O)C1=CC=C(C=C1)S(=O)(=O)N1CCN(CC1)C)CC)=O (1-[[4-(1,3-diethyl-2,3,6,7-tetrahydro-2,6-dioxo-1H-purin-8-yl)phenyl]sulfonyl]4-methylpiperazine). Yield: 81.9%. As a reaction SMILES: [CH2:1]([N:3]1[C:11](=[O:12])[C:10]2[NH:9][C:8]([C:13]3[CH:18]=[CH:17][C:16]([S:19]([OH:22])(=O)=[O:20])=[CH:15][CH:14]=3)=[N:7][C:6]=2[N:5]([CH2:23][CH3:24])[C:4]1=[O:25])[CH3:2].S(Cl)(Cl)=O.[CH3:30][N:31]1[CH2:36][CH2:35][NH:34][CH2:33][CH2:32]1>CN(C)C=O>[CH2:1]([N:3]1[C:11](=[O:12])[C:10]2[NH:9][C:8]([C:13]3[CH:14]=[CH:15][C:16]([S:19]([N:34]4[CH2:35][CH2:36][N:31]([CH3:30])[CH2:32][CH2:33]4)(=[O:20])=[O:22])=[CH:17][CH:18]=3)=[N:7][C:6]=2[N:5]([CH2:23][CH3:24])[C:4]1=[O:25])[CH3:2]. Procedure details: A mixture of 4-(1,3-diethyl-2,3,6,7-tetrahydro-2,6-dioxo-1H-purin-8-yl)benzenesulfonic acid (5.0 g, 0.014 moles) and N,N-dimethylformamide (150 ml) is cooled to 0° and treated with thionyl chloride (3.3 g, 0.027 moles). When the addition is complete, the reaction mixture is permitted to warm to ambient temperature and stirred vigorously until a thick slurry results. To this slurry is added N-methylpiperazine (13.7 g, 0.137 moles) in one portion, the mixture is stirred until a clear solution is o... Starting materials: O1C=C(C=C1)C(=O)O (furan-3-carboxylic acid), C(C(=O)Cl)(=O)Cl (oxalyl chloride), Cl.CNOC (N,O-dimethylhydroxylamine hydrochloride), C(Cl)Cl (methylene chloride). The reagents and catalysts are N1=CC=CC=C1 (pyridine), CN(C1=CC=NC=C1)C (4-dimethylaminopyridine). Run in N1=CC=CC=C1 (pyridine), C1(=CC=CC=C1)C (toluene). Run at time 2 hour. The product is CN(C(=O)C1=COC=C1)OC (3-(N-methyl-N-methoxycarbamoyl)furan). Yield: 88.6%. As a reaction SMILES: [O:1]1[CH:5]=[CH:4][C:3]([C:6]([OH:8])=O)=[CH:2]1.C(Cl)(=O)C(Cl)=O.Cl.[CH3:16][NH:17][O:18][CH3:19].C(Cl)Cl>C1(C)C=CC=CC=1.N1C=CC=CC=1.CN(C)C1C=CN=CC=1>[CH3:16][N:17]([O:18][CH3:19])[C:6]([C:3]1[CH:4]=[CH:5][O:1][CH:2]=1)=[O:8] |f:2.3|. Reported procedure: To a solution of furan-3-carboxylic acid (36 g, 0.32 mol) in 250 mL of toluene was added 49 mL (0.385 mol) of oxalyl chloride and 1 drop of pyridine and the mixture was heated at 80°-90° C. for 1.5 h. The mixture was cooled to room temperature, N,O-dimethylhydroxylamine hydrochloride (35 g, 0.36 mol), 4-dimethylaminopyridine (DMAP, 1.8 g, 0.0147 mol), and 600 mL of methylene chloride were added. The mixture was cooled to 0° C., 68.4 g of pyridine was added slowly, the mixture was allowed to warm... Reactants: COCc1ccc(Br)c(C(=O)O)n1, C[Si](C)(C)C=[N+]=[N-], CO, c1ccccc1. Product: COCc1ccc(Br)c(C(=O)OC)n1. Reaction SMILES: [Br:1][c:2]1[c:3]([C:11](=[O:12])[OH:13])[n:4][c:5]([CH2:8][O:9][CH3:10])[cH:6][cH:7]1.[CH3:14][Si:15]([CH:16]=[N+:17]=[N-:18])([CH3:19])[CH3:20].[CH3:27][OH:28].[cH:21]1[cH:22][cH:23][cH:24][cH:25][cH:26]1>>[Br:1][c:2]1[c:3]([C:11]([O:12][CH3:14])=[O:13])[n:4][c:5]([CH2:8][O:9][CH3:10])[cH:6][cH:7]1. Starting materials: C(C1=CC=CC=C1)OC1=CC=C(C=C1)C=1OC=2N=C(N=CC2N1)C#C[C@H](C)NC(OC(C)(C)C)=O (tert-butyl ((2S)-4-(2-(4-(benzyloxy)phenyl) [1,3]oxazolo[5,4-d]pyrimidin-5-yl)but-3-yn-2-yl)carbamate), [N+](=O)([O-])C1=CC=C(C=C1)S(=O)(=O)OC[C@@H]1C(C1)(F)F (((1R)-2,2-difluorocyclopropyl)methyl 4-nitrobenzenesulfonate). Yields the product FC1([C@H](C1)COC1=CC=C(C=C1)C=1OC=2N=C(N=CC2N1)CC[C@H](C)NC(OC(C)(C)C)=O)F (tert-butyl ((2S)-4-(2-(4-(((1R)-2,2-difluorocyclopropyl)methoxy)phenyl)[1,3]oxazolo[5,4-d]pyrimidin-5-yl)butan-2-yl)carbamate). As a reaction SMILES: C(O[C:9]1[CH:14]=[CH:13][C:12]([C:15]2[O:16][C:17]3[N:18]=[C:19]([C:24]#[C:25][C@@H:26]([NH:28][C:29](=[O:35])[O:30][C:31]([CH3:34])([CH3:33])[CH3:32])[CH3:27])[N:20]=[CH:21][C:22]=3[N:23]=2)=[CH:11][CH:10]=1)C1C=CC=CC=1.[N+](C1C=CC(S([O:48][CH2:49][C@H:50]2[CH2:52][C:51]2([F:54])[F:53])(=O)=O)=CC=1)([O-])=O>>[F:54][C:51]1([F:53])[CH2:52][C@@H:50]1[CH2:49][O:48][C:9]1[CH:10]=[CH:11][C:12]([C:15]2[O:16][C:17]3[N:18]=[C:19]([CH2:24][CH2:25][C@@H:26]([NH:28][C:29](=[O:35])[O:30][C:31]([CH3:34])([CH3:33])[CH3:32])[CH3:27])[N:20]=[CH:21][C:22]=3[N:23]=2)=[CH:13][CH:14]=1. Reported procedure: Using tert-butyl ((2S)-4-(2-(4-(benzyloxy)phenyl) [1,3]oxazolo[5,4-d]pyrimidin-5-yl)but-3-yn-2-yl)carbamate and ((1R)-2,2-difluorocyclopropyl)methyl 4-nitrobenzenesulfonate, and in the same manner as in Step A of Example 4 and Example 5, the title compound was obtained.